Dataset: the Open Reaction Database (ORD), a public repository of structured organic reaction records. Task: describe an organic reaction: reactants, conditions, products, and yield The reactants are [H-].[Na+] (NaH), BrCC(=O)OC (methyl bromoacetate), FC(C=1N=C(NC1)C=1SC=CN1)(F)F (2-(4-trifluoromethyl-1H-imidazol-2-yl)-thiazole). Run in [Cl-].[Na+].O (brine), C1CCOC1 (THF), O (H2O), C1CCOC1 (THF). Conditions: temperature 0 celsius, time 30 minute. Yields the product FC(C=1N=C(NC1)C=1SC=CN1)(F)F (2-(4-trifluoromethyl-1H-imidazol-2-yl)-thiazole), COC(CN1C(=NC(=C1)C(F)(F)F)C=1SC=CN1)=O ((2-thiazol-2-yl-4-trifluoromethyl-imidazol-1-yl)-acetic acid methyl ester). As a reaction SMILES: [H-].[Na+].[F:3][C:4]([F:16])([F:15])[C:5]1[N:6]=[C:7]([C:10]2[S:11][CH:12]=[CH:13][N:14]=2)[NH:8][CH:9]=1.Br[CH2:18][C:19]([O:21][CH3:22])=[O:20]>C1COCC1.O.[Cl-].[Na+].O>[F:16][C:4]([F:3])([F:15])[C:5]1[N:6]=[C:7]([C:10]2[S:11][CH:12]=[CH:13][N:14]=2)[NH:8][CH:9]=1.[CH3:22][O:21][C:19](=[O:20])[CH2:18][N:8]1[CH:9]=[C:5]([C:4]([F:3])([F:15])[F:16])[N:6]=[C:7]1[C:10]1[S:11][CH:12]=[CH:13][N:14]=1 |f:0.1,6.7.8|. Procedure details: To a suspension of NaH (109 mg of a 60% dispersion in mineral oil, 2.74 mmol) in THF (10 mL) at 0° C. under N2 is added a solution of 2-(4-trifluoromethyl-1H-imidazol-2-yl)-thiazole (500 mg, 2.28 mmol) in THF (4 mL) via cannula, followed by a 1 mL rinse. The mixture is stirred at 0° C. for 30 min and then treated with methyl bromoacetate (0.28 mL, 2.97 mmol). The reaction mixture is stirred overnight while slowly warming to rt. It is then diluted with H2O (10 mL) and the resulting mixture stirre... Yield: 82.0%. Starting materials: [OH-].[Na+] (Sodium hydroxide), C(C)OC(CN(C(C1=C(C=CC(=C1)OCCCCCCOC1=CC=C(C=C1)C1=CC=CC=C1)OCC1=CC=CC=C1)=O)CC(=O)OCC)=O (N-(2-ethoxy-2-oxoethyl)-N-[5-[[6-([1,1'-biphenyl]-4-yloxy)hexyl]oxy]-2-(phenylmethoxy)benzoyl]glycine ethyl ester). Reaction SMILES: [OH-].[Na+].C([O:5][C:6](=[O:51])[CH2:7][N:8]([CH2:45][C:46]([O:48]CC)=[O:47])[C:9](=[O:44])[C:10]1[CH:15]=[C:14]([O:16][CH2:17][CH2:18][CH2:19][CH2:20][CH2:21][CH2:22][O:23][C:24]2[CH:29]=[CH:28][C:27]([C:30]3[CH:35]=[CH:34][CH:33]=[CH:32][CH:31]=3)=[CH:26][CH:25]=2)[CH:13]=[CH:12][C:11]=1[O:36][CH2:37][C:38]1[CH:43]=[CH:42][CH:41]=[CH:40][CH:39]=1)C>>[C:27]1([C:30]2[CH:35]=[CH:34][CH:33]=[CH:32][CH:31]=2)[CH:26]=[CH:25][C:24]([O:23][CH2:22][CH2:21][CH2:20][CH2:19][CH2:18][CH2:17][O:16][C:14]2[CH:13]=[CH:12][C:11]([O:36][CH2:37][C:38]3[CH:39]=[CH:40][CH:41]=[CH:42][CH:43]=3)=[C:10]([CH:15]=2)[C:9]([N:8]([CH2:7][C:6]([OH:51])=[O:5])[CH2:45][C:46]([OH:48])=[O:47])=[O:44])=[CH:29][CH:28]=1 |f:0.1|. Yields the product C1(=CC=C(C=C1)OCCCCCCOC=1C=CC(=C(C(=O)N(CC(=O)O)CC(=O)O)C1)OCC1=CC=CC=C1)C1=CC=CC=C1 (N-[5-[[6-([1,1'-biphenyl]-4-yloxy)hexyl]oxy]-2(phenylmethoxy)benzoyl]-N-(carboxymethyl)glycine). Procedure details: Sodium hydroxide hydrolysis of N-(2-ethoxy-2-oxoethyl)-N-[5-[[6-([1,1'-biphenyl]-4-yloxy)hexyl]oxy]-2-(phenylmethoxy)benzoyl]glycine ethyl ester under conditions described in Example 81 gave N-[5-[[6-([1,1'-biphenyl]-4-yloxy)hexyl]oxy]-2(phenylmethoxy)benzoyl]-N-(carboxymethyl)glycine (82% yield, mp 98°-100° ).